From a dataset of the Open Reaction Database (ORD), a public repository of structured organic reaction records. describe an organic reaction: reactants, conditions, products, and yield Reactants: C[Si](C)(C)CCC(=O)O, ClCCCl, O=S(Cl)Cl. Product: C[Si](C)(C)CCC(=O)Cl. RXN SMILES: [CH3:5][Si:6]([CH2:7][CH2:8][C:9](=[O:10])[OH:11])([CH3:12])[CH3:13].[Cl:14][CH2:15][CH2:16][Cl:17].[S:1]([Cl:2])([Cl:3])=[O:4]>>[Cl:3][C:9]([CH2:8][CH2:7][Si:6]([CH3:5])([CH3:12])[CH3:13])=[O:10]. The reactants are CCO, COc1ccc(Cl)c(Oc2c(Cl)ncnc2Cl)c1, N. The product is COc1ccc(Cl)c(Oc2c(N)ncnc2Cl)c1. As a reaction SMILES: [CH3:20][CH2:21][OH:22].[Cl:2][c:3]1[n:4][cH:5][n:6][c:7]([Cl:19])[c:8]1[O:9][c:10]1[c:11]([Cl:18])[cH:12][cH:13][c:14]([O:16][CH3:17])[cH:15]1.[NH3:1]>>[NH2:1][c:7]1[n:6][cH:5][n:4][c:3]([Cl:2])[c:8]1[O:9][c:10]1[c:11]([Cl:18])[cH:12][cH:13][c:14]([O:16][CH3:17])[cH:15]1. Starting materials: C(CCCCCCCCCCC)CCC(=S)O (3-dodecylthiopropionic acid), C(C(=O)Cl)(=O)Cl (oxalyl chloride), C1(=CC=CC=C1)C (toluene), acid chloride, NCCCN1CCOCC1 (N-(3-aminopropyl)morpholine), C(C(=O)Cl)(=O)Cl (oxalyl chloride), C1(=CC=CC=C1)C (toluene). Solvent: O (water), CC(=O)N(C)C (DMAc), C(C)N(CC)CC (triethylamine). Reaction conditions: time 20 hour. Yields the product O1CCN(CC1)CCCNC(CCCCCCCCCCCCCC)=S (N-(3-morpholinopropyl)-3-dodecylthiopropanamide). Yield: 53.1%. RXN SMILES: [CH2:1]([CH2:13][CH2:14][C:15](O)=[S:16])[CH2:2][CH2:3][CH2:4][CH2:5][CH2:6][CH2:7][CH2:8][CH2:9][CH2:10][CH2:11][CH3:12].C(Cl)(=O)C(Cl)=O.C1(C)C=CC=CC=1.[NH2:31][CH2:32][CH2:33][CH2:34][N:35]1[CH2:40][CH2:39][O:38][CH2:37][CH2:36]1>O.CC(N(C)C)=O.C(N(CC)CC)C>[O:38]1[CH2:39][CH2:40][N:35]([CH2:34][CH2:33][CH2:32][NH:31][C:15](=[S:16])[CH2:14][CH2:13][CH2:1][CH2:2][CH2:3][CH2:4][CH2:5][CH2:6][CH2:7][CH2:8][CH2:9][CH2:10][CH2:11][CH3:12])[CH2:36][CH2:37]1. Procedure: In a 200 ml flask equipped with a stirrer, a condenser and a calcium chloride dryer tube were charged 8.23 g of 3-dodecylthiopropionic acid, 4.6 g of oxalyl chloride and 50 ml of toluene, and the mixture was stirred under room temperature for 20 hours. After completion of the reaction, excessive oxalyl chloride and toluene were removed by distillation under reduced pressure to prepare acid chloride. Whole amount of the resulting acid chloride was gradually added dropwise to 5.2 g of N-(3-aminopr... The reactants are N=1COC(C=2C1SC(C2)=O)=O (6H-thieno[2,3-d]-[1,3]oxazine-4,6(7H)-dione), C1CN[C@@H]1C(=O)O (L-azetidine-2-carboxylic acid). Solvent: CN(C=O)C (dimethylformamide), C(C)(=O)O (acetic acid). Yields the product S1C=CC2=C1NC([C@H]1N(C2=O)CC1)=O ((S)-7,7a-dihydroazeto[1,2-a]thieno[2,3-e][1,4]diazepine-4,8(6H,9H)-dione). Yield: 72.6%. As a reaction SMILES: [N:1]1[CH2:2][O:3][C:4](=[O:11])[C:5]2[C:6]=1[S:7][C:8](=O)[CH:9]=2.[CH2:12]1[C@@H:15](C(O)=O)[NH:14][CH2:13]1>CN(C)C=O.C(O)(=O)C>[S:7]1[C:6]2[NH:1][C:2](=[O:3])[C@@H:13]3[CH2:12][CH2:15][N:14]3[C:4](=[O:11])[C:5]=2[CH:9]=[CH:8]1. Reported procedure: A solution of 7.23 g (42.75 mmol) of 6H-thieno[2,3-d]-[1,3]oxazine-4,6(7H)-dione (J. chem. Res. (M), 1986, 1459) and 1.99 g (24.75 mmol) of L-azetidine-2-carboxylic acid in 30 ml of dimethylformamide and 6 ml of acetic acid was stirred at 120° for 16 hours. The brown solution was evaporated and the brown residue obtained was crystallized from ethanol. There were obtained 3.74 g (42%) of (S)-7,7a-dihydroazeto[1,2-a]thieno[2,3-e][1,4]diazepine-4,8(6H,9H)-dione as colourless needles of m.p. 272°-27... Reactants: C[S+](C)(C)=O, CS(C)=O, CCOC(C)=O, O=C(COCc1cc(C(F)(F)F)cc(C(F)(F)F)c1)c1ccccc1, [H-], [I-], [Na+]. Product: FC(F)(F)c1cc(COCC2(c3ccccc3)CO2)cc(C(F)(F)F)c1. Reaction SMILES: [CH3:2][S+:3]([CH3:4])([CH3:5])=[O:6].[CH3:34][S:35]([CH3:36])=[O:37].[CH3:38][CH2:39][O:40][C:41](=[O:42])[CH3:43].[F:9][C:10]([c:11]1[cH:12][c:13]([CH2:14][O:15][CH2:16][C:17](=[O:18])[c:19]2[cH:20][cH:21][cH:22][cH:23][cH:24]2)[cH:25][c:26]([C:28]([F:29])([F:30])[F:31])[cH:27]1)([F:32])[F:33].[H-:7].[I-:1].[Na+:8]>>[CH2:2]1[C:17]([CH2:16][O:15][CH2:14][c:13]2[cH:12][c:11]([C:10]([F:9])([F:32])[F:33])[cH:27][c:26]([C:28]([F:29])([F:30])[F:31])[cH:25]2)([c:19]2[cH:20][cH:21][cH:22][cH:23][cH:24]2)[O:18]1. Starting materials: FC=1C(=C2C=3N(C(CO2)C)C=C(C(C3C1)=O)C(=O)OCC)C1=CC=CC=C1 (ethyl 9-fluoro-10-phenyl-3-methyl-7-oxo-2,3-dihydro-(7H)-pyrido-(1,2,3-de)-1,4-benzoxazine-6-carboxylate), ClS(=O)(=O)O (Chlorosulfonic acid). Solvent: ClCCl (dichloromethane). Run at temperature 0 celsius. Yields the product FC=1C(=C2C=3N(C(CO2)C)C=C(C(C3C1)=O)C(=O)OCC)C1=CC=C(C=C1)S(=O)(=O)Cl (Ethyl 9-fluoro-10-(4-chlorosulfonylphenyl)-3-methyl-7-oxo-2,3-dihydro-(7H)-pyrido-(1,2,3-de)-1,4-benzoxazine-6-carboxylate). As a reaction SMILES: [F:1][C:2]1[C:3]([C:22]2[CH:27]=[CH:26][CH:25]=[CH:24][CH:23]=2)=[C:4]2[O:9][CH2:8][CH:7]([CH3:10])[N:6]3[CH:11]=[C:12]([C:17]([O:19][CH2:20][CH3:21])=[O:18])[C:13](=[O:16])[C:14]([CH:15]=1)=[C:5]23.[Cl:28][S:29](O)(=[O:31])=[O:30]>ClCCl>[F:1][C:2]1[C:3]([C:22]2[CH:27]=[CH:26][C:25]([S:29]([Cl:28])(=[O:31])=[O:30])=[CH:24][CH:23]=2)=[C:4]2[O:9][CH2:8][CH:7]([CH3:10])[N:6]3[CH:11]=[C:12]([C:17]([O:19][CH2:20][CH3:21])=[O:18])[C:13](=[O:16])[C:14]([CH:15]=1)=[C:5]23. Procedure details: A suspension of ethyl 9-fluoro-10-phenyl-3-methyl-7-oxo-2,3-dihydro-(7H)-pyrido-(1,2,3-de)-1,4-benzoxazine-6-carboxylate (0.4 g, 1.2 mmol) in dichloromethane (15 ml) was cooled to 0° C. with stirring. Chlorosulfonic acid (5 ml) was added dropwise over 5 minutes. The dark solution was stirred at 0° C. for 15 minutes, then it was warmed gradually to room temperature over 1.5 hour. The reaction mixture was poured onto ice water with stirring. Three extractions with chloroform, drying the combined o... Starting materials: CC1=C(C(=O)O)C=CC=C1 (2-methylbenzoic acid), FC(C(CNC1=C2C=NN(C2=CC(=C1)C)C1=CC=C(C=C1)F)(O)CNCCC)(F)F (1,1,1-trifluoro-3-{[1-(4-fluorophenyl)-6-methyl-1H-indazol-4-yl]amino}-2-[(propylamino)methyl]-2-propanol). Product: CC1=C(C(=O)N(CC(C(F)(F)F)(O)CNC2=C3C=NN(C3=CC(=C2)C)C2=CC=C(C=C2)F)CCC)C=CC=C1 (2-Methyl-N-propyl-N-[3,3,3-trifluoro-2-({[1-(4-fluorophenyl)-6-methyl-1H-indazol-4-yl]amino}methyl)-2-hydroxypropyl]benzamide). As a reaction SMILES: [CH3:1][C:2]1[CH:10]=[CH:9][CH:8]=[CH:7][C:3]=1[C:4]([OH:6])=O.[F:11][C:12]([F:40])([F:39])[C:13]([CH2:34][NH:35][CH2:36][CH2:37][CH3:38])([OH:33])[CH2:14][NH:15][C:16]1[CH:24]=[C:23]([CH3:25])[CH:22]=[C:21]2[C:17]=1[CH:18]=[N:19][N:20]2[C:26]1[CH:31]=[CH:30][C:29]([F:32])=[CH:28][CH:27]=1>>[CH3:1][C:2]1[CH:10]=[CH:9][CH:8]=[CH:7][C:3]=1[C:4]([N:35]([CH2:36][CH2:37][CH3:38])[CH2:34][C:13]([CH2:14][NH:15][C:16]1[CH:24]=[C:23]([CH3:25])[CH:22]=[C:21]2[C:17]=1[CH:18]=[N:19][N:20]2[C:26]1[CH:27]=[CH:28][C:29]([F:32])=[CH:30][CH:31]=1)([OH:33])[C:12]([F:11])([F:40])[F:39])=[O:6]. Procedure: Prepared similarly to Example 1 from 2-methylbenzoic acid and 1,1,1-trifluoro-3-{[1-(4-fluorophenyl)-6-methyl-1H-indazol-4-yl]amino}-2-[(propylamino)methyl]-2-propanol.